From a dataset of the Open Reaction Database (ORD), a public repository of structured organic reaction records. describe an organic reaction: reactants, conditions, products, and yield Starting materials: CC(Br)C(=O)c1ccccc1C(F)(F)F, C1CCOC1, COC(=O)CC#N, [H-], [Na+]. Product: COC(=O)C(C#N)C(C)C(=O)c1ccccc1C(F)(F)F. Reaction SMILES: [Br:10][CH:11]([C:12](=[O:13])[c:14]1[c:15]([C:20]([F:21])([F:22])[F:23])[cH:16][cH:17][cH:18][cH:19]1)[CH3:24].[CH2:25]1[O:26][CH2:27][CH2:28][CH2:29]1.[CH3:3][O:4][C:5](=[O:6])[CH2:7][C:8]#[N:9].[H-:2].[Na+:1]>>[CH3:3][O:4][C:5](=[O:6])[CH:7]([C:8]#[N:9])[CH:11]([C:12](=[O:13])[c:14]1[c:15]([C:20]([F:21])([F:22])[F:23])[cH:16][cH:17][cH:18][cH:19]1)[CH3:24]. The reactants are CC(C)(C)[O-], Cc1ccccc1, COc1cc(Cl)c(Br)c(Cl)c1, FC(F)(F)c1cccc(N2CCNCC2)c1, [Na+], O=C(C=Cc1ccccc1)C=Cc1ccccc1, O=C(C=Cc1ccccc1)C=Cc1ccccc1, O=C(C=Cc1ccccc1)C=Cc1ccccc1, [Pd], [Pd]. Product: COc1cc(Cl)c(N2CCN(c3cccc(C(F)(F)F)c3)CC2)c(Cl)c1. RXN SMILES: [CH3:28][C:29]([CH3:30])([O-:31])[CH3:32].[CH3:34][c:35]1[cH:36][cH:37][cH:38][cH:39][cH:40]1.[Cl:1][c:2]1[c:3]([Br:11])[c:4]([Cl:10])[cH:5][c:6]([O:8][CH3:9])[cH:7]1.[F:12][C:13]([c:14]1[cH:15][c:16]([N:20]2[CH2:21][CH2:22][NH:23][CH2:24][CH2:25]2)[cH:17][cH:18][cH:19]1)([F:26])[F:27].[Na+:33].[O:43]=[C:44]([CH:45]=[CH:46][c:47]1[cH:48][cH:49][cH:50][cH:51][cH:52]1)[CH:53]=[CH:54][c:55]1[cH:56][cH:57][cH:58][cH:59][cH:60]1.[O:61]=[C:62]([CH:63]=[CH:64][c:65]1[cH:66][cH:67][cH:68][cH:69][cH:70]1)[CH:71]=[CH:72][c:73]1[cH:74][cH:75][cH:76][cH:77][cH:78]1.[O:79]=[C:80]([CH:81]=[CH:82][c:83]1[cH:84][cH:85][cH:86][cH:87][cH:88]1)[CH:89]=[CH:90][c:91]1[cH:92][cH:93][cH:94][cH:95][cH:96]1.[Pd:41].[Pd:42]>>[Cl:1][c:2]1[c:3]([N:23]2[CH2:22][CH2:21][N:20]([c:16]3[cH:15][c:14]([C:13]([F:12])([F:26])[F:27])[cH:19][cH:18][cH:17]3)[CH2:25][CH2:24]2)[c:4]([Cl:10])[cH:5][c:6]([O:8][CH3:9])[cH:7]1. The reactants are BrB(Br)Br, CCCCCc1ccc(-c2ncc(-c3ccc(OC(C)C)cc3)cn2)cc1, ClCCl. Yields the product CCCCCc1ccc(-c2ncc(-c3ccc(O)cc3)cn2)cc1. As a reaction SMILES: [B:1]([Br:2])([Br:3])[Br:4].[CH:5]([CH3:6])([CH3:7])[O:8][c:9]1[cH:10][cH:11][c:12](-[c:15]2[cH:16][n:17][c:18](-[c:21]3[cH:22][cH:23][c:24]([CH2:27][CH2:28][CH2:29][CH2:30][CH3:31])[cH:25][cH:26]3)[n:19][cH:20]2)[cH:13][cH:14]1.[Cl:32][CH2:33][Cl:34]>>[OH:8][c:9]1[cH:10][cH:11][c:12](-[c:15]2[cH:16][n:17][c:18](-[c:21]3[cH:22][cH:23][c:24]([CH2:27][CH2:28][CH2:29][CH2:30][CH3:31])[cH:25][cH:26]3)[n:19][cH:20]2)[cH:13][cH:14]1. Reactants: quartz, O=C1C=C(CC(C)(C)C1)C (isophorone), C12C=CC(CC1)C2 (bicyclo [2.2.1] hept-2-ene). Run in ClCCl (dichloromethane). Product: CCCC(CCCCCCCCC)=O (tridecane-4-one). As a reaction SMILES: [O:1]=[C:2]1[CH2:9][C:6]([CH3:8])(C)C[C:4]([CH3:10])=[CH:3]1.[CH:11]12C[CH:14]([CH2:15][CH2:16]1)[CH:13]=[CH:12]2>ClCCl>[CH3:8][CH2:6][CH2:9][C:2](=[O:1])[CH2:3][CH2:4][CH2:10][CH2:15][CH2:16][CH2:11][CH2:12][CH2:13][CH3:14]. Reported procedure: To a Pyrex photoreactor equipped with a quartz immersion well and nitrogen bubbler was added, under nitrogen, 103.6 g. (0.75 mol.) of isophorone and 400 g. (4.25 mol) of freshly distilled bicyclo [2.2.1] hept-2-ene. The vessel was filled to its internal volume of 1200 ml. with dichloromethane. The solution was bubbled with nitrogen for 1 hour and irradiated through a Pyrex filter for 18.5 hours with an Hanovia 450 watt medium pressure mercury arc. After the lamp was turned off, the solution was ... Starting materials: FC1=C2C=CCOC2=C(C=C1)F (5,8-difluoro-2H-chromene), BrC1=C(C=CC(=C1)F)OCC#C (2-bromo-4-fluoro-1-prop-2-ynyloxybenzene). The product is BrC=1C=C(C=C2C=CCOC12)F (8-Bromo-6-fluoro-2H-chromene). Isolated yield 47.0%. Reaction SMILES: FC1C=CC(F)=C2C=1C=CCO2.[Br:13][C:14]1[CH:19]=[C:18]([F:20])[CH:17]=[CH:16][C:15]=1[O:21][CH2:22][C:23]#[CH:24]>>[Br:13][C:14]1[CH:19]=[C:18]([F:20])[CH:17]=[C:16]2[C:15]=1[O:21][CH2:22][CH:23]=[CH:24]2. Reported procedure: This compound was prepared analogously to 5,8-difluoro-2H-chromene but using (15 g, 65 mmol) of 2-bromo-4-fluoro-1-prop-2-ynyloxybenzene to give the title compound (7 g, 46%) The reactants are COC(=O)C1=CC2=C(N1)C(=C(S2)C)Br (3-bromo-2-methyl-4H-thieno[3,2-b]pyrrole-5-carboxylic acid methyl ester), FC(C1=CC=C(CBr)C=C1)(F)F (4-trifluoromethybenzyl bromide), C(=O)([O-])[O-].[Cs+].[Cs+] (Cs2CO3). The solvent is CCCCCC.CCOC(=O)C (hexane EtOAc). Yields the product COC(=O)C1=CC2=C(N1CC1=CC=C(C=C1)C(F)(F)F)C(=C(S2)C)Br (3-Bromo-2-methyl-4-(4-trifluoromethyl-benzyl)-4H-thieno[3,2-b]pyrrole-5-carboxylic acid methyl ester). The yield is 114.6%. As a reaction SMILES: [CH3:1][O:2][C:3]([C:5]1[NH:9][C:8]2[C:10]([Br:14])=[C:11]([CH3:13])[S:12][C:7]=2[CH:6]=1)=[O:4].[F:15][C:16]([F:26])([F:25])[C:17]1[CH:24]=[CH:23][C:20]([CH2:21]Br)=[CH:19][CH:18]=1.C([O-])([O-])=O.[Cs+].[Cs+]>CCCCCC.CCOC(C)=O>[CH3:1][O:2][C:3]([C:5]1[N:9]([CH2:21][C:20]2[CH:19]=[CH:18][C:17]([C:16]([F:15])([F:25])[F:26])=[CH:24][CH:23]=2)[C:8]2[C:10]([Br:14])=[C:11]([CH3:13])[S:12][C:7]=2[CH:6]=1)=[O:4] |f:2.3.4,5.6|. Procedure details: A solution of 3-bromo-2-methyl-4H-thieno[3,2-b]pyrrole-5-carboxylic acid methyl ester (8.3 g), 4-trifluoromethybenzyl bromide (8.4 g) and Cs2CO3 (25 g) was stirred for 14 h at room temperature. The reaction mixture was then diluted with 200 ml of 1:1 hexane/EtOAc and filtered through a pad of silica gel. The filtrate was concentrated to give 15 g of the crude title compound which was used for the next step without further purification.